Task: describe an organic reaction: reactants, conditions, products, and yield. Dataset: the Open Reaction Database (ORD), a public repository of structured organic reaction records The reactants are C(C)(=O)NCC(=O)O (N-acetylglycine), C=O (formaldehyde), OP(=O)O (H3PO3), P(Cl)(Cl)Cl (PCl3), OP(=O)O (H3PO3). Product: P(=O)(O)(O)CN(CC(=O)O)C(C)=O (N-(phosphonomethyl)-N-acetylglycine). Reaction SMILES: [C:1]([NH:4][CH2:5][C:6]([OH:8])=[O:7])(=[O:3])[CH3:2].[CH2:9]=O.[OH:11][PH:12]([OH:14])=[O:13].P(Cl)(Cl)Cl>>[P:12]([CH2:9][N:4]([C:1](=[O:3])[CH3:2])[CH2:5][C:6]([OH:8])=[O:7])([OH:14])([OH:11])=[O:13]. Reported procedure: In contrast to Reaction Scheme 6, however, N-acetylglycine XVIII is reacted with formaldehyde and H3PO3, PCl3 or other H3PO3 source to produce N-(phosphonomethyl)-N-acetylglycine XIX which is hydrolyzed using water and an acid such as hydrochloric acid to produce Glyphosate I and acetic acid. Acetic acid which is produced in the hydrolysis step can be reacted with ammonia to generate acetamide for the carboxymethylation step.